This data is from the Open Reaction Database (ORD), a public repository of structured organic reaction records. The task is: describe an organic reaction: reactants, conditions, products, and yield The reactants are N1(C=NC=C1)C\C=C/C=1C=CC(=C(C(=O)OC2=C(C(=C(C(=C2F)F)F)F)F)C1)CCC1=CC=C(C=C1)F (pentafluorophenyl 5-[(Z)-3-(imidazol-1-yl)prop-1-en-1-yl]-2-(4-fluorophenethyl)benzoate), CSCC[C@@H](C(CC1=CC=CC=C1)=O)N ((3S)-5-methylsulfanyl-2-oxo-1-phenylpentan-3amine), ON1N=NC2=C1N=CC=C2 (1-hydroxy-7-azabenzotriazole). Run in CN(C)C=O (DMF). The product is N1(C=NC=C1)C\C=C/C=1C=CC(=C(C(=O)N[C@H](C(CC2=CC=CC=C2)=O)CCSC)C1)CCC1=CC=C(C=C1)F ((3S)-3-{5-[(Z)-3-(Imidazol-1-yl)prop-1-en-1-yl]-2-(4-fluorophenethyl)benzamido}-5-methylsulfanyl-1-phenyl-2-pentanone). Reaction SMILES: [N:1]1([CH2:6]/[CH:7]=[CH:8]\[C:9]2[CH:10]=[CH:11][C:12]([CH2:29][CH2:30][C:31]3[CH:36]=[CH:35][C:34]([F:37])=[CH:33][CH:32]=3)=[C:13]([CH:28]=2)[C:14](OC2C(F)=C(F)C(F)=C(F)C=2F)=[O:15])[CH:5]=[CH:4][N:3]=[CH:2]1.[CH3:38][S:39][CH2:40][CH2:41][C@H:42]([NH2:52])[C:43](=[O:51])[CH2:44][C:45]1[CH:50]=[CH:49][CH:48]=[CH:47][CH:46]=1.ON1C2N=CC=CC=2N=N1>CN(C=O)C>[N:1]1([CH2:6]/[CH:7]=[CH:8]\[C:9]2[CH:10]=[CH:11][C:12]([CH2:29][CH2:30][C:31]3[CH:36]=[CH:35][C:34]([F:37])=[CH:33][CH:32]=3)=[C:13]([CH:28]=2)[C:14]([NH:52][C@@H:42]([CH2:41][CH2:40][S:39][CH3:38])[C:43](=[O:51])[CH2:44][C:45]2[CH:46]=[CH:47][CH:48]=[CH:49][CH:50]=2)=[O:15])[CH:5]=[CH:4][N:3]=[CH:2]1. Reported procedure: A solution of pentafluorophenyl 5-[(Z)-3-(imidazol-1-yl)prop-1-en-1-yl]-2-(4-fluorophenethyl)benzoate (0.25 g, 0.5 mmol), (3S)-5-methylsulfanyl-2-oxo-1-phenylpentan-3amine (0.16 g, 0.6 mmol), 1-hydroxy-7-azabenzotriazole (0.075 g, 0.55 mmol) in DMF (2 ml) was stirred at ambient temperature overnight. After evaporation of the solvent, the residue was taken up in ethyl acetate, washed with 5% sodium hydrogen carbonate and saturated sodium chloride and evaporated to dryness. The residue was then pu... Starting materials: C(C)(=O)C1=C(C2=C(OCC(C2)OC2=C(C=C(C=C2)CC(=O)OC)CCC)C=C1)O (6-Acetyl-5-hydroxy-3-(4-(2-methoxy-2-oxoethyl)-2-propylphenoxy)-2,3-dihydro[4H]benzo[b]pyran), Cl (HCl). The solvent is [OH-].[Na+] (NaOH), C1CCOC1 (THF). Run at time 1.5 hour. The product is C(C)(=O)C1=C(C2=C(OCC(C2)OC2=C(C=C(C=C2)CC(=O)O)CCC)C=C1)O (6-Acetyl-5-hydroxy-3-(4-carboxymethyl-2-propylphenoxy)-2,3-dihydro[4H]benzo[b]pyran). As a reaction SMILES: [C:1]([C:4]1[CH:28]=[CH:27][C:7]2[O:8][CH2:9][CH:10]([O:12][C:13]3[CH:18]=[CH:17][C:16]([CH2:19][C:20]([O:22]C)=[O:21])=[CH:15][C:14]=3[CH2:24][CH2:25][CH3:26])[CH2:11][C:6]=2[C:5]=1[OH:29])(=[O:3])[CH3:2].Cl>[OH-].[Na+].C1COCC1>[C:1]([C:4]1[CH:28]=[CH:27][C:7]2[O:8][CH2:9][CH:10]([O:12][C:13]3[CH:18]=[CH:17][C:16]([CH2:19][C:20]([OH:22])=[O:21])=[CH:15][C:14]=3[CH2:24][CH2:25][CH3:26])[CH2:11][C:6]=2[C:5]=1[OH:29])(=[O:3])[CH3:2] |f:2.3|. Reported procedure: The compound of Example 10 (25 mg) was dissolved in 1N NaOH (0.2 ml) and THF (1 ml). The reaction mixture was stirred at room temperature for 1.5 hours. The reaction was poured into a mixture of ice and dilute HCl and extracted with ethyl acetate. The combined organic extracts were dried and evaporated to yield the title compound which was recrystallized from ether-hexane, m.p. 129°-129.5°. Reactants: O=C(CP(OC)(=O)OC)COCCCCC (dimethyl 2-oxo-3-pentyloxypropanephosphonate), N1C(=NC=C1)CC1=CC=C(C=O)C=C1 (4-(1-imidazolylmethyl)benzaldehyde), C1CCC2=NCCCN2CC1 (DBU). Run in C(OC)COC (dimethoxyethane). The product is C(CCCC)OCC(/C=C/C1=CC=C(C=C1)CC=1NC=CN1)=O (E-4-Pentyloxy-1-[4-(1-imidazolylmethyl)phenyl]but-1-en-3-one). Reaction SMILES: [O:1]=[C:2]([CH2:10][O:11][CH2:12][CH2:13][CH2:14][CH2:15][CH3:16])[CH2:3]P(OC)(=O)OC.[NH:17]1[CH:21]=[CH:20][N:19]=[C:18]1[CH2:22][C:23]1[CH:30]=[CH:29][C:26]([CH:27]=O)=[CH:25][CH:24]=1.C1CCN2C(=NCCC2)CC1>C(COC)OC>[CH2:12]([O:11][CH2:10][C:2](=[O:1])/[CH:3]=[CH:27]/[C:26]1[CH:25]=[CH:24][C:23]([CH2:22][C:18]2[NH:19][CH:20]=[CH:21][N:17]=2)=[CH:30][CH:29]=1)[CH2:13][CH2:14][CH2:15][CH3:16]. Procedure details: 2 g (7.93 mmol) of dimethyl 2-oxo-3-pentyloxypropanephosphonate, 1.7 g (9.13 mmol) of 4-(1-imidazolylmethyl)benzaldehyde and 1.33 g (8.74 mmol) of DBU were stirred in 150 ml of dimethoxyethane at room temperature for 31 h. The mixture was filtered through silica gel and the solvent was removed from the filtrate in vacuo. Chromatography on silica gel (chloroform/methanol/25% aqueous NH3 =20/1/0.2) produced 1.5 g (4.80 mmol, 60%) as a yellowish oil which solidified in the refrigerator, melting poi...